From a dataset of the Open Reaction Database (ORD), a public repository of structured organic reaction records. describe an organic reaction: reactants, conditions, products, and yield Starting materials: CC1COCC2=C1C=C1C(=C2)C(C(C1(C)C)C)(C)C (1,3,4,6,7,8-hexahydro-4,6,6,7,8,8-hexamethyl-cyclopenta[G]-2-benzopyran). The solvent is CCCCCC (hexane). Run at temperature -30 celsius, time 1 hour. Product: O1CC=CC2=C1C=CC=C2 (benzopyran), mixture. RXN SMILES: C[CH:2]1[C:7]2[CH:8]=[C:9]3C(C)(C)C(C)C(C)(C)[C:10]3=[CH:11][C:6]=2[CH2:5][O:4][CH2:3]1>CCCCCC>[O:4]1[C:3]2[CH:2]=[CH:7][CH:8]=[CH:9][C:10]=2[CH:11]=[CH:6][CH2:5]1. Procedure: 750 grams of the liquid phase benzopyran mixture was prepared according to Example 15 of U.S. Pat. No. 3,360,530, the specification of which is herein incorporated by reference, containing 78% by weight of 1,3,4,6,7,8-hexahydro-4,6,6,7,8,8-hexamethyl-cyclopenta[G]-2-benzopyran and 500 grams of hexane were admixed and cooled to a temperature of −30° C. with stirring. Stirring continued for a period of 1 hour at which point in time solid particles began to precipitate. The mixture was stirred for ...